This data is from the Open Reaction Database (ORD), a public repository of structured organic reaction records. The task is: describe an organic reaction: reactants, conditions, products, and yield Reactants: BrC1=C(C=NC=C1)C (4-Bromo-3-methyl-pyridine), C(C)(C)(C)OC(NC(=N)C=1SC(=C(C1)S(=O)(=O)C1=C(C(=C(C=C1)O)B)O)SC)=O ({[4-(3-Boranyl-dihydroxy-benzenesulfonyl)-5-methylsulfanyl-thiophen-2-yl]-imino-methyl}-carbamic acid tert-butyl ester), C(C)O (ethanol), C1(=CC=CC=C1)C (toluene). The reagents and catalysts are C=1C=CC(=CC1)[P](C=2C=CC=CC2)(C=3C=CC=CC3)[Pd]([P](C=4C=CC=CC4)(C=5C=CC=CC5)C=6C=CC=CC6)([P](C=7C=CC=CC7)(C=8C=CC=CC8)C=9C=CC=CC9)[P](C=1C=CC=CC1)(C=1C=CC=CC1)C=1C=CC=CC1 (Pd(PPh3)4). Run in C(=O)([O-])[O-].[Na+].[Na+] (Na2CO3), CCOC(=O)C (EtOAc). Product: C(C)(C)(C)OC(NC(C=1SC(=C(C1)S(=O)(=O)C1=CC(=CC=C1)C1=C(C=NC=C1)C)SC)=N)=O ((Imino-{4-[3-(3-methyl-pyridin-4-yl)-benzenesulfonyl]-5-methylsulfanyl-thiophen-2-yl}-methyl)-carbamic acid tert-butyl ester). Isolated yield 410.0%. Reaction SMILES: Br[C:2]1[CH:7]=[CH:6][N:5]=[CH:4][C:3]=1[CH3:8].[C:9]([O:13][C:14](=[O:37])[NH:15][C:16]([C:18]1[S:19][C:20]([S:35][CH3:36])=[C:21]([S:23]([C:26]2[CH:31]=[CH:30][C:29](O)=[C:28](B)[C:27]=2O)(=[O:25])=[O:24])[CH:22]=1)=[NH:17])([CH3:12])([CH3:11])[CH3:10].C(O)C.C1(C)C=CC=CC=1>C([O-])([O-])=O.[Na+].[Na+].C1C=CC([P]([Pd]([P](C2C=CC=CC=2)(C2C=CC=CC=2)C2C=CC=CC=2)([P](C2C=CC=CC=2)(C2C=CC=CC=2)C2C=CC=CC=2)[P](C2C=CC=CC=2)(C2C=CC=CC=2)C2C=CC=CC=2)(C2C=CC=CC=2)C2C=CC=CC=2)=CC=1.CCOC(C)=O>[C:9]([O:13][C:14](=[O:37])[NH:15][C:16](=[NH:17])[C:18]1[S:19][C:20]([S:35][CH3:36])=[C:21]([S:23]([C:26]2[CH:27]=[CH:28][CH:29]=[C:30]([C:2]3[CH:7]=[CH:6][N:5]=[CH:4][C:3]=3[CH3:8])[CH:31]=2)(=[O:25])=[O:24])[CH:22]=1)([CH3:12])([CH3:10])[CH3:11] |f:4.5.6,^1:57,59,78,97|. Procedure: 4-Bromo-3-methyl-pyridine (100 mg, 0.219 mmol, Example 138: step b), {[4-(3-Boranyl-dihydroxy-benzenesulfonyl)-5-methylsulfanyl-thiophen-2-yl]-imino-methyl}-carbamic acid tert-butyl ester (266 mg, 0.58 mmol, Example 140: step a) and Pd(PPh3)4 (134 mg, 0.12 mmol) were combined in aqueous Na2CO3 (2M, 2 mL), ethanol (2 mL) and toluene (4 mL) and heated to 80° C. overnight. The reaction mixture was dissolved into EtOAc and washed with brine. The organic layers were dried (MgSO4) and the solvent was ... Reaction SMILES: [F:1][C:2]([F:17])([F:16])[C:3]1[CH:4]=[C:5]([N:9]([CH2:12][C:13]([Cl:15])=[CH2:14])[C:10]#[N:11])[CH:6]=[CH:7][CH:8]=1.O.[NH4+]=[S:20]>C(C(C)=O)C(C)C>[F:1][C:2]([F:16])([F:17])[C:3]1[CH:4]=[C:5]([N:9]([CH2:12][C:13]([Cl:15])=[CH2:14])[C:10]([NH2:11])=[S:20])[CH:6]=[CH:7][CH:8]=1. The yield is 90.0%. Reported procedure: The N-(3-(trifluoromethyl)phenyl)-N-(2-chloro-2-propenyl)cyanamide (2.61 g) was dissolved in methyl isobutyl ketone (13.01 g), to which ammonium sulfide solution, yellow (8.12 g) having an S content of 6% was added dropwise at room temperature with stirring. The mixture was heated to 50° C. and stirred at the same temperature for 9 hours. After cooling to room temperature, water was added to the reaction mixture, which was then extracted with ethyl acetate. The organic layer was washed with wate... The solvent is C(C(C)C)C(=O)C (methyl isobutyl ketone). Product: FC(C=1C=C(C=CC1)N(C(=S)N)CC(=C)Cl)(F)F (N-(3-(trifluoromethyl)phenyl)-N-(2-chloro-2-propenyl)thiourea). Conditions: temperature 50 celsius. Reactants: FC(C=1C=C(C=CC1)N(C#N)CC(=C)Cl)(F)F (N-(3-(trifluoromethyl)phenyl)-N-(2-chloro-2-propenyl)cyanamide), ammonium sulfide, O (water). Starting materials: CCCc1cc(C(OCOC)(C(F)(F)F)C(F)(F)F)ccc1OCCCC(C)OC(C)=O, CO, [Li+], [OH-]. Yields the product CCCc1cc(C(OCOC)(C(F)(F)F)C(F)(F)F)ccc1OCCCC(C)O. RXN SMILES: [C:3](=[O:4])([CH3:5])[O:6][CH:7]([CH3:8])[CH2:9][CH2:10][CH2:11][O:12][c:13]1[c:14]([CH2:32][CH2:33][CH3:34])[cH:15][c:16]([C:19]([C:20]([F:21])([F:22])[F:23])([C:24]([F:25])([F:26])[F:27])[O:28][CH2:29][O:30][CH3:31])[cH:17][cH:18]1.[CH3:35][OH:36].[Li+:1].[OH-:2]>>[OH:6][CH:7]([CH3:8])[CH2:9][CH2:10][CH2:11][O:12][c:13]1[c:14]([CH2:32][CH2:33][CH3:34])[cH:15][c:16]([C:19]([C:20]([F:21])([F:22])[F:23])([C:24]([F:25])([F:26])[F:27])[O:28][CH2:29][O:30][CH3:31])[cH:17][cH:18]1.